describe an organic reaction: reactants, conditions, products, and yield From a dataset of the Open Reaction Database (ORD), a public repository of structured organic reaction records. Isolated yield 11.3%. Reactants: ClC(=O)OCC1=CC=CC=C1 (benzyl chloroformate), C(C)OC(CNC1=CC=NC=C1)OCC (4-pyridylaminoacetaldehyde diethyl acetal), CN(P(N(C)C)(N(C)C)=O)C (hexamethylphosphoric triamide), [H-].[Na+] (sodium hydride). Reported procedure: A solution of 4-pyridylaminoacetaldehyde diethyl acetal (7.0 g.) in a mixture of dried dimethylformamide (20 ml.) and dried hexamethylphosphoric triamide (7.5 ml.) was dropwise added over 5 minutes under ice-cooling and stirring to a suspension of 65.5% sodium hydride (2.0 g.) in dried dimethylformamide (3 ml.). The mixture was stirred for 10 minutes at ambient temperature, for 30 minutes at 60° C and for 15 minutes under ice-cooling. A solution of benzyl chloroformate (9.0 g.) in dried dimethyl... Run at temperature 60 celsius, time 15 minute. Product: C(C)OC(CN(C1=CC=NC=C1)C(=O)OCC1=CC=CC=C1)OCC (N-benzyloxycarbonyl-N-(4-pyridyl)aminoacetaldehyde diethyl acetal). The solvent is CN(C=O)C (dimethylformamide), CN(C=O)C (dimethylformamide), O (water), CN(C=O)C (dimethylformamide). RXN SMILES: [CH2:1]([O:3][CH:4]([O:13][CH2:14][CH3:15])[CH2:5][NH:6][C:7]1[CH:12]=[CH:11][N:10]=[CH:9][CH:8]=1)[CH3:2].CN(C)P(=O)(N(C)C)N(C)C.[H-].[Na+].Cl[C:30]([O:32][CH2:33][C:34]1[CH:39]=[CH:38][CH:37]=[CH:36][CH:35]=1)=[O:31]>CN(C)C=O.O>[CH2:1]([O:3][CH:4]([O:13][CH2:14][CH3:15])[CH2:5][N:6]([C:30]([O:32][CH2:33][C:34]1[CH:39]=[CH:38][CH:37]=[CH:36][CH:35]=1)=[O:31])[C:7]1[CH:12]=[CH:11][N:10]=[CH:9][CH:8]=1)[CH3:2] |f:2.3|. Reactants: ICCCC (1-iodobutane), N1N=CC2=CC=C(C=C12)C(=O)OC (methyl 1H-indazole-6-carboxylate), ICCCC (1-iodobutane), [H-].[Na+] (NaH). The solvent is CN(C)C=O (DMF). Reaction conditions: temperature 60 celsius. Yields the product C(CCC)N1N=CC2=CC=C(C=C12)C(=O)OC (Methyl 1-butyl-1H-indazole-6-carboxylate). As a reaction SMILES: [NH:1]1[C:9]2[C:4](=[CH:5][CH:6]=[C:7]([C:10]([O:12][CH3:13])=[O:11])[CH:8]=2)[CH:3]=[N:2]1.[H-].[Na+].I[CH2:17][CH2:18][CH2:19][CH3:20]>CN(C=O)C>[CH2:17]([N:1]1[C:9]2[C:4](=[CH:5][CH:6]=[C:7]([C:10]([O:12][CH3:13])=[O:11])[CH:8]=2)[CH:3]=[N:2]1)[CH2:18][CH2:19][CH3:20] |f:1.2|. Reported procedure: To a mixture of methyl 1H-indazole-6-carboxylate (0.95 g) in DMF (10 mL) was added 60% NaH (0.216 g). The mixture was heated to 60° C. and 1-iodobutane (0.61 mL) was added. The mixture was heated at 60° C. for 72 h and 1-iodobutane (0.61 mL) was added every 24 h. The mixture was removed from heat and cooled to room temperature and partitioned between water and ethyl acetate. The layers were separated and the organic layer washed three times with brine, dried over anhydrous magnesium sulfate and ... Reactants: C(C)(C)(C)C=1C=C(C(=O)OC)C=C(C1)C=1N=NN(N1)CCC#N (methyl 3-tert-butyl-5-(2-(2-cyanoethyl)-2H-tetrazol-5-yl)benzoate), O.[OH-].[Li+] (lithium hydroxide monohydrate). Reaction conditions: time 16 hour. Product: C(C)(C)(C)C=1C=C(C(=O)O)C=C(C1)C=1N=NNN1 (3-tert-butyl-5-(2H-tetrazol-5-yl)benzoic acid). RXN SMILES: [C:1]([C:5]1[CH:6]=[C:7]([CH:12]=[C:13]([C:15]2[N:16]=[N:17][N:18](CCC#N)[N:19]=2)[CH:14]=1)[C:8]([O:10]C)=[O:9])([CH3:4])([CH3:3])[CH3:2].O.[OH-].[Li+]>C1COCC1.O.Cl>[C:1]([C:5]1[CH:6]=[C:7]([CH:12]=[C:13]([C:15]2[N:16]=[N:17][NH:18][N:19]=2)[CH:14]=1)[C:8]([OH:10])=[O:9])([CH3:4])([CH3:2])[CH3:3] |f:1.2.3|. Reported procedure: To a solution of methyl 3-tert-butyl-5-(2-(2-cyanoethyl)-2H-tetrazol-5-yl)benzoate (500 mg) in 20 mL of THF cooled to 0° C. was added dropwise a solution of lithium hydroxide monohydrate (76 mg) in 5.0 mL of water. The reaction mixture was stirred at RT for 16 h. THF was removed under reduced pressure to give a yellow oil which was diluted with 10 mL of 1 N HCl. The aqueous phase was extracted with EtOAc (2×25 mL), and the extracts were combined, dried over Na2SO4, and concentrated to afford 3-t... Solvent: C1CCOC1 (THF), Cl (HCl), O (water). Starting materials: CCOC(=O)CBr, O=C([O-])[O-], CN(C)C=O, Oc1cc2ccsc2c(Cl)c1Cl, [K+], [K+]. The product is CCOC(=O)COc1cc2ccsc2c(Cl)c1Cl. RXN SMILES: [Br:13][CH2:14][C:15](=[O:16])[O:17][CH2:18][CH3:19].[C:20](=[O:21])([O-:22])[O-:23].[CH3:26][N:27]([CH3:28])[CH:29]=[O:30].[Cl:1][c:2]1[c:3]([OH:12])[cH:4][c:5]2[c:6]([s:7][cH:8][cH:9]2)[c:10]1[Cl:11].[K+:24].[K+:25]>>[Cl:1][c:2]1[c:3]([O:12][CH2:14][C:15](=[O:16])[O:17][CH2:18][CH3:19])[cH:4][c:5]2[c:6]([s:7][cH:8][cH:9]2)[c:10]1[Cl:11]. The reactants are ClC1=NC=C(C(=N1)C(C)=O)F (1-(2-chloro-5-fluoro-pyrimidin-4-yl)ethanone), solution, C[Mg]Br (methyl magnesium bromide), C(C)OCC (diethyl ether). Solvent: O1CCCC1 (tetrahydrofuran). Run at temperature -78 celsius, time 20 minute. Yields the product ClC1=NC=C(C(=N1)C(C)(C)O)F (2-(2-Chloro-5-fluoro-pyrimidin-4-yl)propan-2-ol). Isolated yield 64.0%. As a reaction SMILES: [Cl:1][C:2]1[N:7]=[C:6]([C:8](=[O:10])[CH3:9])[C:5]([F:11])=[CH:4][N:3]=1.[CH3:12][Mg]Br.C(OCC)C>O1CCCC1>[Cl:1][C:2]1[N:7]=[C:6]([C:8]([OH:10])([CH3:12])[CH3:9])[C:5]([F:11])=[CH:4][N:3]=1. Procedure details: A stirred, −78° C. solution of 1-(2-chloro-5-fluoro-pyrimidin-4-yl)ethanone (10.06 g, 57.6 mmol) in tetrahydrofuran (100 mL) under nitrogen is reacted with a 3 M solution of methyl magnesium bromide in diethyl ether (124 mL, 72.04 mmol) and the resulting mixture is stirred at −78° C. for 20 minutes. The reaction is quenched with aqueous saturated ammonium chloride and the mixture is warmed to room temperature. The reaction mixture is extracted three times with ethyl acetate. The combined organic...